This data is from the Open Reaction Database (ORD), a public repository of structured organic reaction records. The task is: describe an organic reaction: reactants, conditions, products, and yield Starting materials: CC1(C(C(C=2C(=CC=3C(=NON3)C2)O1)NC(C)=O)O)C (7,8-dihydro-6,6-dimethyl-7-hydroxy-8-acetylamino-6H-pyrano [2,3-f] benzo-2,1,3-oxadiazole), O1CCCC1 (tetrahydrofuran), [H-].[Na+] (sodium hydride). Run in O (water). Conditions: time 1 hour. Yields the product CC1(C=C(C=2C(=CC=3C(=NON3)C2)O1)NC(C)=O)C (6,6-dimethyl-8-acetylamino-6H-pyrano [2,3-f] benzo-2,1,3-oxadiazole). Isolated yield 32.1%. As a reaction SMILES: [CH3:1][C:2]1([CH3:20])[O:14][C:6]2=[CH:7][C:8]3[C:9]([CH:13]=[C:5]2[CH:4]([NH:15][C:16](=[O:18])[CH3:17])[CH:3]1O)=[N:10][O:11][N:12]=3.O1CCCC1.[H-].[Na+]>O>[CH3:1][C:2]1([CH3:20])[O:14][C:6]2=[CH:7][C:8]3[C:9]([CH:13]=[C:5]2[C:4]([NH:15][C:16](=[O:18])[CH3:17])=[CH:3]1)=[N:10][O:11][N:12]=3 |f:2.3|. Procedure details: To a mixture of 80 mg (0.289 m mol) of 7,8-dihydro-6,6-dimethyl-7-hydroxy-8-acetylamino-6H-pyrano [2,3-f] benzo-2,1,3-oxadiazole and 5 ml of dried tetrahydrofuran were added 25 mg of sodium hydride (oil, content of more than 55%) with stirring for 1 hour at the room temperature. After the mixture was carefully added with water and extracted thrice with ethyl acetate. The combined ethyl acetate layer was washed successively with 0.5N hydrochloric acid, water and saturated aqueous NaCl solution an... Starting materials: C1(=C(C(=C(C(=C1F)F)F)N)F)N.Cl.Cl (dihydrochloride), [Br-].C(C=C)[N+]1(CCCCCC1)CC=C (N,N-diallyl-homopiperidinium bromide), [Cl-].C(C=C)[NH2+]CC=C (diallylammonium chloride), solution. Solvent: O (water). Conditions: temperature 70 celsius. Yields the product [Br-].C(C=C)[N+]1(CCCCCC1)CC=C.[Cl-].C(C=C)[NH2+]CC=C (N,N-diallylhomopiperidinium Bromide Diallylammonium Chloride). Reaction SMILES: [Br-:1].[CH2:2]([N+:5]1([CH2:12][CH:13]=[CH2:14])[CH2:11][CH2:10][CH2:9][CH2:8][CH2:7][CH2:6]1)[CH:3]=[CH2:4].[Cl-:15].[CH2:16]([NH2+:19][CH2:20][CH:21]=[CH2:22])[CH:17]=[CH2:18].C1(N)C(F)=C(F)C(F)=C(N)C=1F.Cl.Cl>O>[Br-:1].[CH2:12]([N+:5]1([CH2:2][CH:3]=[CH2:4])[CH2:11][CH2:10][CH2:9][CH2:8][CH2:7][CH2:6]1)[CH:13]=[CH2:14].[Cl-:15].[CH2:16]([NH2+:19][CH2:20][CH:21]=[CH2:22])[CH:17]=[CH2:18] |f:0.1,2.3,4.5.6,8.9.10.11|. Procedure: 26.0 g of N,N-diallylhomopiperidinium bromide (EXAMPLE 3) and 3.34 g of diallylammonium chloride (EXAMPLE 7) were dissolved in 29.0 g of deionized water to make a 50% solution of the monomer. To it was added 1.8 9 of 2,2′-azobis(2-amindinopropane) dihydrochloride and the reaction mixture was bubbled with a slow stream of nitrogen gas for 45 minutes. While stirring, the temperature was raised to 70° C. and the reaction mixture was stirred at 70° C. for 48 hours. After cooling to room temperature ... The reactants are CCOC(=O)CCl, O=c1[nH]nc2ccc(Cl)nn12, [H-], [Na+], CN(C)C=O, O. The product is CCOC(=O)Cn1nc2ccc(Cl)nn2c1=O. As a reaction SMILES: [Cl:14][CH2:15][C:16](=[O:17])[O:18][CH2:19][CH3:20].[Cl:1][c:2]1[cH:3][cH:4][c:5]2[n:6]([n:7]1)[c:8](=[O:11])[nH:9][n:10]2.[H-:12].[Na+:13].[O:22]=[CH:23][N:24]([CH3:25])[CH3:26].[OH2:21]>>[Cl:1][c:2]1[cH:3][cH:4][c:5]2[n:6]([n:7]1)[c:8](=[O:11])[n:9]([CH2:15][C:16](=[O:17])[O:18][CH2:19][CH3:20])[n:10]2. Reactants: CO, Cl, [K+], NO, [OH-], CCOC(=O)C(C)c1ccc(C(=O)c2cccs2)cc1. The product is CC(C(=O)NO)c1ccc(C(=O)c2cccs2)cc1. As a reaction SMILES: [CH3:26][OH:27].[ClH:21].[K+:25].[NH2:22][OH:23].[OH-:24].[c:1]1([C:6](=[O:7])[c:8]2[cH:9][cH:10][c:11]([CH:12]([C:13](=[O:14])[O:15][CH2:16][CH3:17])[CH3:18])[cH:19][cH:20]2)[cH:2][cH:3][cH:4][s:5]1>>[c:1]1([C:6](=[O:7])[c:8]2[cH:9][cH:10][c:11]([CH:12]([C:13](=[O:14])[NH:22][OH:23])[CH3:18])[cH:19][cH:20]2)[cH:2][cH:3][cH:4][s:5]1. The reactants are [Rh](Cl)(Cl)Cl (rhodium(III) chloride), C1(=CC=CC=C1)P(C1=CC=CC=C1)C1=CC=CC=C1 (triphenylphosphine), C(C)O (ethanol), C1=CC=C(C=C1)P(C2=CC=CC=C2)C3=CC=CC=C3.C1=CC=C(C=C1)P(C2=CC=CC=C2)C3=CC=CC=C3.C1=CC=C(C=C1)P(C2=CC=CC=C2)C3=CC=CC=C3.[Cl-].[Rh] (Chlorotris(triphenylphosphine)rhodium(I)), CCCC=C (Pentene-1). Solvent: C1=CC=CC=C1 (benzene), C1=CC=CC=C1 (benzene). The product is C1=CC=C(C=C1)P(C2=CC=CC=C2)C3=CC=CC=C3.C1=CC=C(C=C1)P(C2=CC=CC=C2)C3=CC=CC=C3.C1=CC=C(C=C1)P(C2=CC=CC=C2)C3=CC=CC=C3.[Cl-].[Rh] (Chlorotris(triphenylphosphine)rhodium(I)), C(CCC(C)C)O (isohexanol), C(CCCCC)O (n-hexanol). As a reaction SMILES: [Rh:1](Cl)(Cl)[Cl:2].[C:5]1([P:11]([C:18]2[CH:23]=[CH:22][CH:21]=[CH:20][CH:19]=2)[C:12]2[CH:17]=[CH:16][CH:15]=[CH:14][CH:13]=2)[CH:10]=[CH:9][CH:8]=[CH:7][CH:6]=1.[CH:24]1[CH:29]=[CH:28][C:27]([P:30]([C:37]2[CH:42]=[CH:41][CH:40]=[CH:39][CH:38]=2)[C:31]2[CH:36]=[CH:35][CH:34]=[CH:33][CH:32]=2)=[CH:26][CH:25]=1.[CH:43]1[CH:48]=[CH:47][C:46]([P:49]([C:56]2[CH:61]=[CH:60][CH:59]=[CH:58][CH:57]=2)[C:50]2[CH:55]=[CH:54][CH:53]=[CH:52][CH:51]=2)=[CH:45][CH:44]=1.[CH:62]1[CH:67]=[CH:66][C:65](P([C:75]2[CH:80]=[CH:79]C=CC=2)C2C=CC=CC=2)=[CH:64][CH:63]=1.[Cl-].[Rh].[CH3:83]CCC=C.[CH2:88]([OH:90])[CH3:89]>C1C=CC=CC=1>[CH:21]1[CH:20]=[CH:19][C:18]([P:11]([C:12]2[CH:17]=[CH:16][CH:15]=[CH:14][CH:13]=2)[C:5]2[CH:10]=[CH:9][CH:8]=[CH:7][CH:6]=2)=[CH:23][CH:22]=1.[CH:40]1[CH:39]=[CH:38][C:37]([P:30]([C:31]2[CH:36]=[CH:35][CH:34]=[CH:33][CH:32]=2)[C:27]2[CH:28]=[CH:29][CH:24]=[CH:25][CH:26]=2)=[CH:42][CH:41]=1.[CH:59]1[CH:58]=[CH:57][C:56]([P:49]([C:50]2[CH:55]=[CH:54][CH:53]=[CH:52][CH:51]=2)[C:46]2[CH:47]=[CH:48][CH:43]=[CH:44][CH:45]=2)=[CH:61][CH:60]=1.[Cl-:2].[Rh:1].[CH2:88]([OH:90])[CH2:89][CH2:83][CH:80]([CH3:79])[CH3:75].[CH2:62]([OH:90])[CH2:63][CH2:64][CH2:65][CH2:66][CH3:67] |f:2.3.4.5.6,10.11.12.13.14|. Procedure: Chlorotris(triphenylphosphine)rhodium(I), [(03P)3RhCl], was prepared by refluxing an ethanol solution of rhodium(III) chloride in the presence of an excess amount of triphenylphosphine. Chlorotris(triphenylphosphine)rhodium(I) was dissolved in benzene, and the microspheres of Example III were added to the resulting red solution in an autoclave, equipped with a magnetic driven stirrer. Pentene-1 was introduced to the reactor along with benzene. The reaction was performed under conditions similar ...